describe an organic reaction: reactants, conditions, products, and yield From a dataset of the Open Reaction Database (ORD), a public repository of structured organic reaction records. The reactants are [N+](=O)([O-])C=1C=C(C(NC1)=O)C(F)(F)F (5-nitro-3-(trifluoromethyl)pyridin-2(1H)-one), O=P(Cl)(Cl)Cl (POCl3), P(Cl)(Cl)(Cl)(Cl)Cl (PCl5), ice water, C(=O)(O)[O-].[Na+] (NaHCO3). Conditions: temperature 115 celsius. Yields the product ClC1=NC=C(C=C1C(F)(F)F)[N+](=O)[O-] (2-chloro-5-nitro-3-(trifluoromethyl)pyridine). As a reaction SMILES: [N+:1]([C:4]1[CH:5]=[C:6]([C:11]([F:14])([F:13])[F:12])[C:7](=O)[NH:8][CH:9]=1)([O-:3])=[O:2].O=P(Cl)(Cl)[Cl:17].P(Cl)(Cl)(Cl)(Cl)Cl.C([O-])(O)=O.[Na+]>>[Cl:17][C:7]1[C:6]([C:11]([F:14])([F:13])[F:12])=[CH:5][C:4]([N+:1]([O-:3])=[O:2])=[CH:9][N:8]=1 |f:3.4|. Reported procedure: A mixture of 5-nitro-3-(trifluoromethyl)pyridin-2(1H)-one 3 (1.50 g, 7.21 mmol), POCl3 (2.76 g, 18.02 mmol) and PCl5 (1.4 g, 10.09 mmol) is heated to about 110-120° C. for 8 hours and then poured into ice water. The mixture is neutralized with solid NaHCO3 and extracted with ethyl acetate (3×40 ml). The combined organic phases is dried over Na2SO4 and all solvents removed under reduced pressure to obtain 2-chloro-5-nitro-3-(trifluoromethyl)pyridine 4. Starting materials: O=C([O-])[O-], CC(C)=O, [K+], [K+], O=Cc1ccsc1. The product is CC(=O)C=Cc1ccsc1. Reaction SMILES: [C:8](=[O:9])([O-:10])[O-:11].[CH3:14][C:15]([CH3:16])=[O:17].[K+:12].[K+:13].[s:1]1[cH:2][c:3]([CH:6]=[O:7])[cH:4][cH:5]1>>[s:1]1[cH:2][c:3]([CH:6]=[CH:14][C:15]([CH3:16])=[O:17])[cH:4][cH:5]1. The reactants are ClCCl, COc1ccc(C=O)c(OC)n1. The product is COc1ccc(C=O)c(O)n1. Reaction SMILES: [CH2:13]([Cl:14])[Cl:15].[CH3:1][O:2][c:3]1[c:4]([CH:5]=[O:6])[cH:7][cH:8][c:9]([O:11][CH3:12])[n:10]1>>[OH:2][c:3]1[c:4]([CH:5]=[O:6])[cH:7][cH:8][c:9]([O:11][CH3:12])[n:10]1. Starting materials: CC(C)(C)OC(=O)N1CC(C(=O)N2CCC(O)C2)C1, ClCCl, O=C(O)C(F)(F)F. Yields the product O=C(C1CNC1)N1CCC(O)C1. Reaction SMILES: [C:8]([O:9][C:10](=[O:11])[N:15]1[CH2:16][CH:17]([C:19](=[O:20])[N:21]2[CH2:22][CH:23]([OH:26])[CH2:24][CH2:25]2)[CH2:18]1)([CH3:12])([CH3:13])[CH3:14].[Cl:27][CH2:28][Cl:29].[OH:1][C:2]([C:3]([F:4])([F:5])[F:6])=[O:7]>>[NH:15]1[CH2:16][CH:17]([C:19](=[O:20])[N:21]2[CH2:22][CH:23]([OH:26])[CH2:24][CH2:25]2)[CH2:18]1. As a reaction SMILES: [O:59]=[C:60]([O:61][CH2:62][CH3:63])[N:64]=[N:65][C:66]([O:67][CH2:68][CH3:69])=[O:70].[OH:19][c:20]1[cH:21][cH:22][c:23]([CH2:26][CH:27]([C:28](=[O:29])[O:30][CH2:31][CH3:32])[NH:33][c:34]2[cH:35][cH:36][cH:37][cH:38][cH:39]2)[cH:24][cH:25]1.[c:40]1([P:41]([c:42]2[cH:43][cH:44][cH:45][cH:46][cH:47]2)[c:48]2[cH:49][cH:50][cH:51][cH:52][cH:53]2)[cH:54][cH:55][cH:56][cH:57][cH:58]1.[n:1]1[c:2](-[c:7]2[cH:8][cH:9][c:10]([C:11](=[O:12])[NH:13][CH2:14][CH2:15][OH:16])[cH:17][cH:18]2)[cH:3][cH:4][cH:5][cH:6]1>>[n:1]1[c:2](-[c:7]2[cH:8][cH:9][c:10]([C:11](=[O:12])[NH:13][CH2:14][CH2:15][O:16][c:20]3[cH:21][cH:22][c:23]([CH2:26][CH:27]([C:28](=[O:29])[O:30][CH2:31][CH3:32])[NH:33][c:34]4[cH:35][cH:36][cH:37][cH:38][cH:39]4)[cH:24][cH:25]3)[cH:17][cH:18]2)[cH:3][cH:4][cH:5][cH:6]1. The reactants are CCOC(=O)N=NC(=O)OCC, CCOC(=O)C(Cc1ccc(O)cc1)Nc1ccccc1, c1ccc(P(c2ccccc2)c2ccccc2)cc1, O=C(NCCO)c1ccc(-c2ccccn2)cc1. The product is CCOC(=O)C(Cc1ccc(OCCNC(=O)c2ccc(-c3ccccn3)cc2)cc1)Nc1ccccc1. Reactants: COC1=CC=C(C2=C1N=C(S2)N)N2CCOCC2 (4-methoxy-7-morpholin-4-yl-benzothiazol-2-ylamine), ClC(=O)C[C@H]1C[C@H](CC1)OC(C)=O ((rac)-(cis)-acetic acid 3-chlorocarbonylmethyl-cyclopentyl ester). Yields the product C(C)(=O)O[C@H]1C[C@H](CC1)CC(=O)NC=1SC2=C(N1)C(=CC=C2N2CCOCC2)OC ((rac)-(cis)-2-(3-acetoxy-cyclopentyl)-N-(4-methoxy-7-morpholin-4-yl-benzothiazol-2-yl)-acetamide). RXN SMILES: [CH3:1][O:2][C:3]1[C:8]2[N:9]=[C:10]([NH2:12])[S:11][C:7]=2[C:6]([N:13]2[CH2:18][CH2:17][O:16][CH2:15][CH2:14]2)=[CH:5][CH:4]=1.Cl[C:20]([CH2:22][C@@H:23]1[CH2:27][CH2:26][C@H:25]([O:28][C:29](=[O:31])[CH3:30])[CH2:24]1)=[O:21]>>[C:29]([O:28][C@@H:25]1[CH2:26][CH2:27][C@H:23]([CH2:22][C:20]([NH:12][C:10]2[S:11][C:7]3[C:6]([N:13]4[CH2:18][CH2:17][O:16][CH2:15][CH2:14]4)=[CH:5][CH:4]=[C:3]([O:2][CH3:1])[C:8]=3[N:9]=2)=[O:21])[CH2:24]1)(=[O:31])[CH3:30]. Procedure details: Using 4-methoxy-7-morpholin-4-yl-benzothiazol-2-ylamine and (rac)-(cis)-acetic acid 3-chlorocarbonylmethyl-cyclopentyl ester, (rac)-(cis)-2-(3-acetoxy-cyclopentyl)-N-(4-methoxy-7-morpholin-4-yl-benzothiazol-2-yl)-acetamide was obtained. Separation by preparative chiral HPLC (Chiralpack AD, eluent heptane/isopropanol 85:15) afforded the tide compound as later eluting isomer. Light yellow crystals (4% yield). MS: m/e=434(M+H+), mp 172-173° C. Yields the product O=C1CCC2(O)C3Cc4ccc(O)c5c4C2(CCN3)C1O5. Reaction SMILES: [CH2:1]([O:2][C:3](=[O:4])[N:6]1[CH:7]2[C:8]3([OH:26])[CH2:9][CH2:10][C:11](=[O:25])[CH:12]4[C:13]3([c:14]3[c:15]([c:16]([OH:21])[cH:17][cH:18][c:19]3[CH2:20]2)[O:22]4)[CH2:23][CH2:24]1)[CH3:5].[OH2:32].[S:27](=[O:28])(=[O:29])([OH:30])[OH:31]>>[NH:6]1[CH:7]2[C:8]3([OH:26])[CH2:9][CH2:10][C:11](=[O:25])[CH:12]4[C:13]3([c:14]3[c:15]([c:16]([OH:21])[cH:17][cH:18][c:19]3[CH2:20]2)[O:22]4)[CH2:23][CH2:24]1. Starting materials: CCOC(=O)N1CCC23c4c5ccc(O)c4OC2C(=O)CCC3(O)C1C5, O, O=S(=O)(O)O.